This data is from the Open Reaction Database (ORD), a public repository of structured organic reaction records. The task is: describe an organic reaction: reactants, conditions, products, and yield The reactants are CC1=C(C(=CC=C1)C)NC(=O)CN1C(CN(CC1)C(=O)OCC1=CC=CC=C1)=O (phenylmethyl 4-{[N-(2,6-dimethylphenyl)carbamoyl]methyl}-3-oxopiperazinecarboxylate), [H][H] (hydrogen). Run in CO (methanol). Conditions: time 4 hour. Product: CC1=C(C(=CC=C1)C)NC(CN1C(CNCC1)=O)=O (N-(2,6-dimethylphenyl)-2-(2-oxopiperazinyl)-acetamide). RXN SMILES: [CH3:1][C:2]1[CH:7]=[CH:6][CH:5]=[C:4]([CH3:8])[C:3]=1[NH:9][C:10]([CH2:12][N:13]1[CH2:18][CH2:17][N:16](C(OCC2C=CC=CC=2)=O)[CH2:15][C:14]1=[O:29])=[O:11].[H][H]>CO>[CH3:8][C:4]1[CH:5]=[CH:6][CH:7]=[C:2]([CH3:1])[C:3]=1[NH:9][C:10](=[O:11])[CH2:12][N:13]1[CH2:18][CH2:17][NH:16][CH2:15][C:14]1=[O:29]. Procedure: To a solution of compound 31 in methanol (10 mL) 10% palladium on carbon was added. The reaction vessel was charged with hydrogen (40 p.s.i) and agitated for 4 h. The catalyst was removed by filtration and the filtrate was concentrated and purified using column chromatography (1:15 MeOH:DCM) to yield compound 32 as a semi solid. The reactants are C, CO, CCOC(C)=O, O=C(CC=Cc1ccccc1)Nc1cc(Oc2ccccc2)ccc1C(=O)O, [Pd]. The product is O=C(CCCc1ccccc1)Nc1cc(Oc2ccccc2)ccc1C(=O)O. RXN SMILES: [C:31].[CH3:1][OH:2].[CH3:33][CH2:34][O:35][C:36](=[O:37])[CH3:38].[O:3]([c:4]1[cH:5][cH:6][cH:7][cH:8][cH:9]1)[c:10]1[cH:11][c:12]([NH:19][C:20]([CH2:21][CH:22]=[CH:23][c:24]2[cH:25][cH:26][cH:27][cH:28][cH:29]2)=[O:30])[c:13]([C:14](=[O:15])[OH:16])[cH:17][cH:18]1.[Pd:32]>>[O:3]([c:4]1[cH:5][cH:6][cH:7][cH:8][cH:9]1)[c:10]1[cH:11][c:12]([NH:19][C:20]([CH2:21][CH2:22][CH2:23][c:24]2[cH:25][cH:26][cH:27][cH:28][cH:29]2)=[O:30])[c:13]([C:14](=[O:15])[OH:16])[cH:17][cH:18]1. Starting materials: Cc1ccc([N+](=O)[O-])c(C)c1N, O=N[O-], [Na+], O, O=S(=O)(O)O. Product: Cc1ccc([N+](=O)[O-])c(C)c1O. Reaction SMILES: [CH3:1][c:2]1[c:3]([NH2:12])[c:4]([CH3:11])[cH:5][cH:6][c:7]1[N+:8](=[O:9])[O-:10].[N:13](=[O:14])[O-:15].[Na+:16].[OH2:17].[S:18](=[O:19])(=[O:20])([OH:21])[OH:22]>>[CH3:1][c:2]1[c:3]([OH:14])[c:4]([CH3:11])[cH:5][cH:6][c:7]1[N+:8](=[O:9])[O-:10].